From a dataset of the Open Reaction Database (ORD), a public repository of structured organic reaction records. describe an organic reaction: reactants, conditions, products, and yield Reactants: NC(C#N)C1=C(C=CC=C1)OC1=CC=CC=C1 (2-amino-2-(2-phenoxyphenyl)acetonitrile), C(CC(=O)C)(=O)OCC (ethyl acetoacetate), C(=O)(O)[O-].[Na+] (NaHCO3). Reagents/catalysts: C1(=CC=C(C=C1)S(=O)(=O)O)C (p-toluenesulfonic acid). The solvent is C1(=CC=CC=C1)C (toluene). Run at temperature 0 celsius. Product: C(#N)C(C1=C(C=CC=C1)OC1=CC=CC=C1)N/C(=C/C(=O)OCC)/C ((E)-ethyl 3-((cyano(2-phenoxyphenyl)methyl)amino)but-2-enoate). Isolated yield 98.5%. RXN SMILES: [NH2:1][CH:2]([C:5]1[CH:10]=[CH:9][CH:8]=[CH:7][C:6]=1[O:11][C:12]1[CH:17]=[CH:16][CH:15]=[CH:14][CH:13]=1)[C:3]#[N:4].[C:18]([O:24][CH2:25][CH3:26])(=[O:23])[CH2:19][C:20]([CH3:22])=O.C([O-])(O)=O.[Na+]>C1(C)C=CC=CC=1.C1(C)C=CC(S(O)(=O)=O)=CC=1>[C:3]([CH:2]([NH:1]/[C:20](/[CH3:22])=[CH:19]/[C:18]([O:24][CH2:25][CH3:26])=[O:23])[C:5]1[CH:10]=[CH:9][CH:8]=[CH:7][C:6]=1[O:11][C:12]1[CH:17]=[CH:16][CH:15]=[CH:14][CH:13]=1)#[N:4] |f:2.3|. Procedure details: A mixture of Example 85a (1.063 g, 4.74 mmol), ethyl acetoacetate (0.602 mL, 4.74 mmol), and p-toluenesulfonic acid (0.05 g, 0.263 mmol) in toluene (10 mL) was heated at 80° C. for 4 hours. The reaction mixture was cooled to 0° C. and added to cold saturated NaHCO3. The mixture was extracted with ethyl acetate (2×). The combined organics were dried over anhydrous sodium sulfate, filtered, and concentrated to give the title compound (1.57 g, 98% yield) which was used without purification. Reactants: COC1=CC(=NC(=C1CCCC)Cl)C(=O)O (4methoxy-5-n-butyl-6-chloro-2-picolinic acid), [H][H] (hydrogen). Reagents/catalysts: [Pd] (palladium on charcoal). Run in CO (methanol). Yields the product Cl.C(=O)(O)C1=NC=C(C(=C1)OC)CCCC (2-Carboxy-4-methoxy-5-n-butyl-pyridine hydrochloride). As a reaction SMILES: [CH3:1][O:2][C:3]1[C:8]([CH2:9][CH2:10][CH2:11][CH3:12])=[C:7]([Cl:13])[N:6]=[C:5]([C:14]([OH:16])=[O:15])[CH:4]=1.[H][H]>CO.[Pd]>[ClH:13].[C:14]([C:5]1[CH:4]=[C:3]([O:2][CH3:1])[C:8]([CH2:9][CH2:10][CH2:11][CH3:12])=[CH:7][N:6]=1)([OH:16])=[O:15] |f:4.5|. Procedure details: 24.3 g (0.1 mol) of 4methoxy-5-n-butyl-6-chloro-2-picolinic acid dissolved in 250 ml of methanol are hydrogenated in the presence of 2.5 g of 5% strength palladium on charcoal. After the calculated amount of hydrogen has been taken up, the catalyst is filtered off and the filtrate is evaporated to dryness. It is freed of the moisture which still adheres, by means of toluene. The white crystals are digested in ether and filtered off. 2-Carboxy-4-methoxy-5-n-butyl-pyridine hydrochloride of the for... The reactants are ClC(Cl)(OC(OC(Cl)(Cl)Cl)=O)Cl (triphosgene), NC1=C(C=CC=C1)C(=O)C1CCCCC1 ((2-amino-phenyl)-cyclohexyl-methanone), FC(C(=O)O)(F)F (trifluoroacetic acid), Cl.C(C)(=O)O.C(C)NN (ethyl hydrazine-acetate hydrochloride). As a reaction SMILES: ClC(Cl)(O[C:5](=[O:11])[O:6][C:7](Cl)(Cl)Cl)Cl.[NH2:13][C:14]1[CH:19]=[CH:18][CH:17]=[CH:16][C:15]=1[C:20]([CH:22]1[CH2:27][CH2:26][CH2:25][CH2:24][CH2:23]1)=O.Cl.[C:29]([OH:32])(=O)C.[CH2:33]([NH:35][NH2:36])C.F[C:38](F)(F)C(O)=O>C1(C)C=CC=CC=1.C(N(CC)CC)C>[CH2:7]([O:6][C:5](=[O:11])[CH2:33][N:35]1[C:29](=[O:32])[NH:13][C:14]2[CH:19]=[CH:18][CH:17]=[CH:16][C:15]=2[C:20]([CH:22]2[CH2:27][CH2:26][CH2:25][CH2:24][CH2:23]2)=[N:36]1)[CH3:38] |f:2.3.4|. Reported procedure: To a cold solution of triphosgene (1.2 g, 4 mmol) in toluene (10 mL) was added slowly a solution of (2-amino-phenyl)-cyclohexyl-methanone (2.4 g) and triethylamine (3.3 ml) in toluene (16 mL). The mixture was then warmed up to 20-23° C. and aged for a period of about 1 hr under stirring. The resulting slurry was then added slowly to a warm (60° C.) mixture of ethyl hydrazine-acetate hydrochloride (1.8 g) and triethylamine (1.4 g) in toluene (20 mL). The reaction mixture was aged at 60° C. for ab... Conditions: temperature 21.5 celsius, time 1 hour. The product is C(C)OC(CN1N=C(C2=C(NC1=O)C=CC=C2)C2CCCCC2)=O ((5-cyclohexyl-2-oxo-1,2-dihydro-benzo[e][1,2,4]triazepin-3-yl)-acetic acid ethyl ester). Solvent: C1(=CC=CC=C1)C (toluene), C1(=CC=CC=C1)C (toluene), C(C)N(CC)CC (triethylamine), C1(=CC=CC=C1)C (toluene), C(C)N(CC)CC (triethylamine).